From a dataset of the Open Reaction Database (ORD), a public repository of structured organic reaction records. describe an organic reaction: reactants, conditions, products, and yield Reactants: C(=O)C=1SC=CC1C(=O)O (2-formyl-3-thiophenecarboxylic acid), C(=O)C1=CC(=CS1)C(=O)O (5-formyl-3-thiophenecarboxylic acid), Cl (hydrochloric acid), ICC (iodoethane), C([O-])([O-])=O.[K+].[K+] (potassium carbonate), CN(CCN(C)C)C (N,N,N',N'-tetramethylethylenediamine), C(CCC)[Li] (n-butyllithium), S1C=C(C=C1)C(=O)O (3-Thiophenecarboxylic acid). The solvent is CN(C=O)C (N,N-dimethylformamide), O (water), CN(C=O)C (N,N-dimethylformamide), O1CCCC1 (tetrahydrofuran). Conditions: temperature -78 celsius, time 1 hour. Product: C(C)OC(=O)C1=C(SC=C1)C=O (2-formyl-3-thiophenecarboxylic acid ethyl ester). RXN SMILES: S1C=C[C:3](C(O)=O)=[CH:2]1.CN(C)CCN(C)C.C([Li])CCC.Cl.[CH:23]([C:25]1[S:26][CH:27]=[CH:28][C:29]=1[C:30]([OH:32])=[O:31])=[O:24].C(C1SC=C(C(O)=O)C=1)=O.ICC.C(=O)([O-])[O-].[K+].[K+]>O1CCCC1.CN(C)C=O.O>[CH2:2]([O:31][C:30]([C:29]1[CH:28]=[CH:27][S:26][C:25]=1[CH:23]=[O:24])=[O:32])[CH3:3] |f:7.8.9|. Procedure: 3-Thiophenecarboxylic acid (3.48 g) was dissolved in tetrahydrofuran (50 ml), and N,N,N',N'-tetramethylethylenediamine (10 ml) was added. The mixture was cooled to -78° C., and n-butyllithium (1.6M in hexane, 41.3 ml) was slowly added dropwise. The mixture was stirred at the same temperature for 1 hour, and N,N-dimethylformamide (4.6 ml) was added dropwise. The mixture was warmed to room temperature and stirred for 15 hours. The reaction mixture was acidified with 1N hydrochloric acid and extrac... The reactants are O=C(c1ccccc1)N1CC1, CO, OC1(c2ccc(Cl)cc2)CCNCC1, CCOCC, c1ccccc1. Product: O=C(NCCN1CCC(O)(c2ccc(Cl)cc2)CC1)c1ccccc1. Reaction SMILES: [C:1]([c:2]1[cH:3][cH:4][cH:5][cH:6][cH:7]1)(=[O:8])[N:9]1[CH2:10][CH2:11]1.[CH3:32][OH:33].[Cl:12][c:13]1[cH:14][cH:15][c:16]([C:19]2([OH:25])[CH2:20][CH2:21][NH:22][CH2:23][CH2:24]2)[cH:17][cH:18]1.[O:34]([CH2:35][CH3:36])[CH2:37][CH3:38].[cH:26]1[cH:27][cH:28][cH:29][cH:30][cH:31]1>>[C:1]([c:2]1[cH:3][cH:4][cH:5][cH:6][cH:7]1)(=[O:8])[NH:9][CH2:11][CH2:10][N:22]1[CH2:21][CH2:20][C:19]([c:16]2[cH:15][cH:14][c:13]([Cl:12])[cH:18][cH:17]2)([OH:25])[CH2:24][CH2:23]1. Reactants: solution, [F-].C(CCC)[N+](CCCC)(CCCC)CCCC (tetra-n-butyl ammonium fluoride), [Si](C1=CC=CC=C1)(C1=CC=CC=C1)(C(C)(C)C)OCCC(CC=1OCC(N1)(C)C)SC=1NC2=CC=CC=C2C1 (2-[4-tert-butyldiphenylsilyloxy-2-(indol-2-ylthio)butyl]-4,4-dimethyl-2-oxazoline). Run in O1CCCC1 (tetrahydrofuran), O1CCCC1 (tetrahydrofuran), O (water). Reaction conditions: time 30 minute. Yields the product OCCC(CC=1OCC(N1)(C)C)SC=1NC2=CC=CC=C2C1 (2-[4-Hydroxy-2-(indol-2-ylthio)butyl]-4,4-dimethyl-2-oxazoline). Yield: 62.7%. Reaction SMILES: [F-].C([N+](CCCC)(CCCC)CCCC)CCC.[Si]([O:36][CH2:37][CH2:38][CH:39]([S:48][C:49]1[NH:50][C:51]2[C:56]([CH:57]=1)=[CH:55][CH:54]=[CH:53][CH:52]=2)[CH2:40][C:41]1[O:42][CH2:43][C:44]([CH3:47])([CH3:46])[N:45]=1)(C(C)(C)C)(C1C=CC=CC=1)C1C=CC=CC=1>O1CCCC1.O>[OH:36][CH2:37][CH2:38][CH:39]([S:48][C:49]1[NH:50][C:51]2[C:56]([CH:57]=1)=[CH:55][CH:54]=[CH:53][CH:52]=2)[CH2:40][C:41]1[O:42][CH2:43][C:44]([CH3:47])([CH3:46])[N:45]=1 |f:0.1|. Procedure: 1 ml of a 1M solution of tetra-n-butyl ammonium fluoride in tetrahydrofuran was added to a solution of 460 mg of 2-[4-tert-butyldiphenylsilyloxy-2-(indol-2-ylthio)butyl]-4,4-dimethyl-2-oxazoline [prepared as described in Example 78b)] in 20 ml of tetrahydrofuran, with stirring, at room temperature, and stirring was continued at this temperature for 30 minutes. After this time, the reaction mixture was diluted with water and then extracted with ethyl acetate. The ethyl acetate fraction was then w...